This data is from the Open Reaction Database (ORD), a public repository of structured organic reaction records. The task is: describe an organic reaction: reactants, conditions, products, and yield The reactants are BrC1=NC(=CC=C1)Br (2,6-dibromo-pyridine), C1(=CC=CC=C1)B(O)O (phenylboronic acid). Product: BrC1=NC(=CC=C1)C1=CC=CC=C1 (2-Bromo-6-phenyl-pyridine). As a reaction SMILES: Br[C:2]1[CH:7]=[CH:6][CH:5]=[C:4]([Br:8])[N:3]=1.[C:9]1(B(O)O)[CH:14]=[CH:13][CH:12]=[CH:11][CH:10]=1>>[Br:8][C:4]1[CH:5]=[CH:6][CH:7]=[C:2]([C:9]2[CH:14]=[CH:13][CH:12]=[CH:11][CH:10]=2)[N:3]=1. Procedure details: Prepared according to the procedure described in Example 3, Step 5, using 2,6-dibromo-pyridine and phenylboronic acid. After purification the product still contained some 2,6-dibromo-pyridine starting material. The mixture was used directly in the next step.